From a dataset of the Open Reaction Database (ORD), a public repository of structured organic reaction records. describe an organic reaction: reactants, conditions, products, and yield Reactants: COC=1C=C(C=CC1OC)CCNCCC1=C(C=CC(=C1)OC)C#CC1=CC=CC=C1 (N-[2-(3,4-dimethoxyphenyl)ethyl]-5-methoxy-2-(phenylethynyl)benzeneethanamine), C=O (formaldehyde), C(#N)[BH3-].[Na+] (sodium cyanoborohydride), Cl (hydrogen chloride), C(\C=C\C(=O)O)(=O)O (fumaric acid). Solvent: CO (methanol), CC(C)O (2-propanol). Reaction conditions: time 6 hour. The product is C(\C=C\C(=O)O)(=O)O.COC=1C=C(C=CC1OC)CCN(CCC1=C(C=CC(=C1)OC)C#CC1=CC=CC=C1)C (N-[2-(3,4-dimethoxyphenyl)ethyl]-5-methoxy-N-methyl-2-(phenylethynyl)benzeneethanamine (E)-2-butenedioate). As a reaction SMILES: [CH3:1][O:2][C:3]1[CH:4]=[C:5]([CH2:11][CH2:12][NH:13][CH2:14][CH2:15][C:16]2[CH:21]=[C:20]([O:22][CH3:23])[CH:19]=[CH:18][C:17]=2[C:24]#[C:25][C:26]2[CH:31]=[CH:30][CH:29]=[CH:28][CH:27]=2)[CH:6]=[CH:7][C:8]=1[O:9][CH3:10].C=O.[C:34]([BH3-])#N.[Na+].Cl.[C:39]([OH:46])(=[O:45])/[CH:40]=[CH:41]/[C:42]([OH:44])=[O:43]>CO.CC(O)C>[C:39]([OH:46])(=[O:45])/[CH:40]=[CH:41]/[C:42]([OH:44])=[O:43].[CH3:1][O:2][C:3]1[CH:4]=[C:5]([CH2:11][CH2:12][N:13]([CH3:34])[CH2:14][CH2:15][C:16]2[CH:21]=[C:20]([O:22][CH3:23])[CH:19]=[CH:18][C:17]=2[C:24]#[C:25][C:26]2[CH:27]=[CH:28][CH:29]=[CH:30][CH:31]=2)[CH:6]=[CH:7][C:8]=1[O:9][CH3:10] |f:2.3,8.9|. Procedure: A solution of 1.7 g (4.09 mmole) of N-[2-(3,4-dimethoxyphenyl)ethyl]-5-methoxy-2-(phenylethynyl)benzeneethanamine in 30 ml of methanol was treated with 0.85 ml (10.2 mmole) of 37% aqueous formaldehyde solution and 0.95 g (15.1 mmole) of sodium cyanoborohydride. The mixture was stirred under an atmosphere of nitrogen for six hours, methanolic hydrogen chloride was added to pH 1, and the mixture stirred overnight at room temperature. The solvent was evaporated in vacuo and the residue partitioned ... Starting materials: Nitro, C(Cl)Cl.CO (DCM MeOH), CC=1C=CC=2N(C1)C=C(N2)C2=CC=C(C=C2)NC(C2=CC=C(C=C2)[N+](=O)[O-])=O (N-[4-(6-methylimidazo[1,2-a]pyridin-2-yl)phenyl]-4-nitrobenzamide), O.O.[Sn](Cl)Cl (tin (II) chloride dihydrate). Solvent: CCO (EtOH). Yields the product NC1=CC=C(C(=O)NC2=CC=C(C=C2)C=2N=C3N(C=C(C=C3)C)C2)C=C1 (4-Amino-N-[4-(6-methylimidazo[1,2-a]pyridin-2-yl)phenyl]benzamide). The yield is 78.2%. RXN SMILES: [CH3:1][C:2]1[CH:3]=[CH:4][C:5]2[N:6]([CH:8]=[C:9]([C:11]3[CH:16]=[CH:15][C:14]([NH:17][C:18](=[O:28])[C:19]4[CH:24]=[CH:23][C:22]([N+:25]([O-])=O)=[CH:21][CH:20]=4)=[CH:13][CH:12]=3)[N:10]=2)[CH:7]=1.O.O.[Sn](Cl)Cl.C(Cl)Cl.CO>CCO>[NH2:25][C:22]1[CH:21]=[CH:20][C:19]([C:18]([NH:17][C:14]2[CH:13]=[CH:12][C:11]([C:9]3[N:10]=[C:5]4[CH:4]=[CH:3][C:2]([CH3:1])=[CH:7][N:6]4[CH:8]=3)=[CH:16][CH:15]=2)=[O:28])=[CH:24][CH:23]=1 |f:1.2.3,4.5|. Procedure details: Prepared as described in the Nitro Reduction section using N-[4-(6-methylimidazo[1,2-a]pyridin-2-yl)phenyl]-4-nitrobenzamide (0.10 g, 0.269 mmol) and tin (II) chloride dihydrate (0.30 g, 1.34 mmol) in EtOH (15 ml) to give the title compound (0.072 g, 78%) as a pale yellow solid after work-up and flash chromatography (15:1 DCM/MeOH). Reactants: CCCCCCC(Nc1ccc(C(=O)N(C)CCC(=O)OCC)cc1)c1oc2ccc(OC)cc2c1C, CCO, [Na+], C1CCOC1, [OH-]. The product is CCCCCCC(Nc1ccc(C(=O)N(C)CCC(=O)O)cc1)c1oc2ccc(OC)cc2c1C. RXN SMILES: [CH3:1][O:2][c:3]1[cH:4][cH:5][c:6]2[c:7]([c:8]([CH3:36])[c:9]([CH:11]([CH2:12][CH2:13][CH2:14][CH2:15][CH2:16][CH3:17])[NH:18][c:19]3[cH:20][cH:21][c:22]([C:25](=[O:26])[N:27]([CH2:28][CH2:29][C:30](=[O:31])[O:32][CH2:33][CH3:34])[CH3:35])[cH:23][cH:24]3)[o:10]2)[cH:37]1.[CH3:45][CH2:46][OH:47].[Na+:44].[O:38]1[CH2:39][CH2:40][CH2:41][CH2:42]1.[OH-:43]>>[CH3:1][O:2][c:3]1[cH:4][cH:5][c:6]2[c:7]([c:8]([CH3:36])[c:9]([CH:11]([CH2:12][CH2:13][CH2:14][CH2:15][CH2:16][CH3:17])[NH:18][c:19]3[cH:20][cH:21][c:22]([C:25](=[O:26])[N:27]([CH2:28][CH2:29][C:30](=[O:31])[OH:32])[CH3:35])[cH:23][cH:24]3)[o:10]2)[cH:37]1. The reactants are C(C)(=O)Cl (acetyl chloride), CCC(=S)NC1[C@@H]2N(C(=C(CS2)CSC=2SC(=NN2)CN)C(=O)O)C1=O (7-methylthioacetamido-3-(5-aminomethyl-1,3,4-thiadiazol-2-yl)thiomethyl-3-cephem-4-carboxylic acid). Solvent: O1CCCC1 (tetrahydrofuran), C(C)N(CC)CC (triethylamine), O (water), O1CCCC1 (tetrahydrofuran). Yields the product CCC(=S)NC1[C@@H]2N(C(=C(CS2)CSC=2SC(=NN2)CNC(C)=O)C(=O)O)C1=O (7-methylthioacetamido-3-(5-acetamidomethyl-1,3,4-thiadiazol-2-yl)thiomethyl-3-cephem-4-carboxylic acid). Yield: 63.8%. RXN SMILES: [CH3:1][CH2:2][C:3]([NH:5][CH:6]1[C:25](=[O:26])[N:8]2[C:9]([C:22]([OH:24])=[O:23])=[C:10]([CH2:13][S:14][C:15]3[S:16][C:17]([CH2:20][NH2:21])=[N:18][N:19]=3)[CH2:11][S:12][C@H:7]12)=[S:4].[C:27](Cl)(=[O:29])[CH3:28]>C(N(CC)CC)C.O.O1CCCC1>[CH3:1][CH2:2][C:3]([NH:5][CH:6]1[C:25](=[O:26])[N:8]2[C:9]([C:22]([OH:24])=[O:23])=[C:10]([CH2:13][S:14][C:15]3[S:16][C:17]([CH2:20][NH:21][C:27](=[O:29])[CH3:28])=[N:18][N:19]=3)[CH2:11][S:12][C@H:7]12)=[S:4]. Reported procedure: 7-methylthioacetamido-3-(5-aminomethyl-1,3,4-thiadiazol-2-yl)thiomethyl-3-cephem-4-carboxylic acid (2.0 g.) was dissolved in a mixture of triethylamine (0.9 g.), water (20 ml.) and tetrahydrofuran (30 ml.). To this solution was added dropwise a solution of acetyl chloride (0.53 g.) in tetrahydrofuran (10 ml.) at 0°-5° C. The mixture was stirred at the same temperature for an hour, and then the tetrahydrofuran was distilled off under reduced pressure. The remaining solution was washed with ethyl ... The reactants are C(C)OC(=O)C1=C(N=C(S1)C1=CC=C(C=C1)Cl)CBr (4-bromomethyl-2-(4-chloro-phenyl)-thiazole-5-carboxylic acid ethyl ester), C(C)OC(CNC(=O)OC(C)(C)C)=O (tert-butoxycarbonylamino-acetic acid ethyl ester), [H-].[Na+] (sodium hydride). The solvent is CN(C=O)C (dimethylformamide). Conditions: temperature 0 celsius, time 4 hour. The product is C(C)OC(=O)C1=C(N=C(S1)C1=CC=C(C=C1)Cl)CN(CC(=O)OCC)C(=O)OC(C)(C)C (4-[(tert-Butoxycarbonyl-ethoxycarbonylmethyl-amino)-methyl]-2-(4-chloro-phenyl)-thiazole-5-carboxylic acid ethyl ester). Isolated yield 32.3%. Reaction SMILES: [CH2:1]([O:3][C:4]([C:6]1[S:10][C:9]([C:11]2[CH:16]=[CH:15][C:14]([Cl:17])=[CH:13][CH:12]=2)=[N:8][C:7]=1[CH2:18]Br)=[O:5])[CH3:2].[CH2:20]([O:22][C:23](=[O:33])[CH2:24][NH:25][C:26]([O:28][C:29]([CH3:32])([CH3:31])[CH3:30])=[O:27])[CH3:21].[H-].[Na+]>CN(C)C=O>[CH2:1]([O:3][C:4]([C:6]1[S:10][C:9]([C:11]2[CH:16]=[CH:15][C:14]([Cl:17])=[CH:13][CH:12]=2)=[N:8][C:7]=1[CH2:18][N:25]([C:26]([O:28][C:29]([CH3:30])([CH3:32])[CH3:31])=[O:27])[CH2:24][C:23]([O:22][CH2:20][CH3:21])=[O:33])=[O:5])[CH3:2] |f:2.3|. Reported procedure: A mixture of 4-bromomethyl-2-(4-chloro-phenyl)-thiazole-5-carboxylic acid ethyl ester (2.22 g, 6.18 mmol), tert-butoxycarbonylamino-acetic acid ethyl ester (1.32 g, 6.48 mmol) and sodium hydride (60% in mineral oil, 296 mg, 7.4 mmol) in anhydrous dimethylformamide (30 mL) was stirred at 0° C. for one hour and room temperature for four hours before it was quenched with brine. The mixture was partitioned between ethyl acetate and water. The organic layer was washed with water, brine, dried over an... Starting materials: [Cl-].[Cl-].[Cl-].[Al+3] (aluminium trichloride), BrC(C(C(F)(F)F)C1=CC=C(C=C1)OC)C1=CC=C(C=C1)F (1-bromo-3,3,3-trifluoro-1-(4-fluorophenyl)-2-(4-methoxyphenyl)-propane), ice, Cl (hydrochloric acid). The solvent is C1(=CC=CC=C1)OC (anisol). Run at time 8 hour. The product is FC1=CC=C(C=C1)C(C(C(F)(F)F)C1=CC=C(C=C1)OC)C1=CC=C(C=C1)OC (1-(4-fluorophenyl)-3,3,3-trifluoro-1,2-bis (4-methoxyphenyl)-propane). Yield: 114.1%. Reaction SMILES: [Cl-].[Cl-].[Cl-].[Al+3].Br[CH:6]([C:20]1[CH:25]=[CH:24][C:23]([F:26])=[CH:22][CH:21]=1)[CH:7]([C:12]1[CH:17]=[CH:16][C:15]([O:18][CH3:19])=[CH:14][CH:13]=1)[C:8]([F:11])([F:10])[F:9].Cl>C1(OC)C=CC=CC=1>[F:26][C:23]1[CH:24]=[CH:25][C:20]([CH:6]([C:12]2[CH:17]=[CH:16][C:15]([O:18][CH3:19])=[CH:14][CH:13]=2)[CH:7]([C:12]2[CH:17]=[CH:16][C:15]([O:18][CH3:19])=[CH:14][CH:13]=2)[C:8]([F:11])([F:10])[F:9])=[CH:21][CH:22]=1 |f:0.1.2.3|. Reported procedure: 20 g (0.15 moles) of anhydrous aluminium trichloride are added to a solution of 56.6 g (0.15 moles) of 1-bromo-3,3,3-trifluoro-1-(4-fluorophenyl)-2-(4-methoxyphenyl)-propane, prepared as described in Example 19, in 570 ml of anisol at 6° C. under stirring. The reaction mixture is allowed to stand at room temperature overnight, then it is poured into a mixture of 600 g of crushed ice and 100 ml of a 36% aqueous hydrochloric acid, and the resulting mixture is extracted with 500 ml of chloroform. T... Starting materials: [Si](C)(C)(C(C)(C)C)N1C(C[C@H]1C1=CC(=NO1)C)=O (1-tert-butyldimethylsilyl-4(S)-(3-methyl-5-isoxazolyl)-2-azetidinone), Cl (HCl), CCO (EtOH), CCO (EtOH). Reaction conditions: time 2 hour. Yields the product Cl.C(C)OC(C[C@H](N)C1=CC(=NO1)C)=O (3(S)-(3-methyl-5-isoxazolyl)-β-alanine ethyl ester hydrochloride). Reaction SMILES: [Si]([N:8]1[C@H:11]([C:12]2[O:16][N:15]=[C:14]([CH3:17])[CH:13]=2)[CH2:10][C:9]1=[O:18])(C(C)(C)C)(C)C.[ClH:19].[CH3:20][CH2:21][OH:22]>>[ClH:19].[CH2:21]([O:22][C:9](=[O:18])[CH2:10][C@@H:11]([C:12]1[O:16][N:15]=[C:14]([CH3:17])[CH:13]=1)[NH2:8])[CH3:20] |f:3.4|. Reported procedure: A solution of 1-tert-butyldimethylsilyl-4(S)-(3-methyl-5-isoxazolyl)-2-azetidinone (0.9 g) in EtOH (10 ml) was added HCl (16.9 mmol)/EtOH (4.2 ml) at room temperature at 0° C. The reaction mixture was stirred at room temperature for 2 hours, then evaporated in vacuo. The residue was recrystallized from diethyl ether to give 3(S)-(3-methyl-5-isoxazolyl)-β-alanine ethyl ester hydrochloride (0.67 g) as a white solid.